Dataset: the Open Reaction Database (ORD), a public repository of structured organic reaction records. Task: describe an organic reaction: reactants, conditions, products, and yield Reactants: C(C(=O)OC)(=O)Cl (methyl chlorooxalate), NC=1C=C(C=CC1)OC (3-aminoanisole), N1=CC=CC=C1 (pyridine). Solvent: C(Cl)Cl (methylene chloride), C(Cl)Cl (methylene chloride). Conditions: time 3 hour. The product is COC=1C=C(C=CC1)NC(C(=O)OC)=O (Methyl N-(3-methoxyphenyl)-oxamate). RXN SMILES: [C:1](Cl)(=[O:6])[C:2]([O:4][CH3:5])=[O:3].[NH2:8][C:9]1[CH:10]=[C:11]([O:15][CH3:16])[CH:12]=[CH:13][CH:14]=1.N1C=CC=CC=1>C(Cl)Cl>[CH3:16][O:15][C:11]1[CH:10]=[C:9]([NH:8][C:1](=[O:6])[C:2]([O:4][CH3:5])=[O:3])[CH:14]=[CH:13][CH:12]=1. Reported procedure: A solution of 1.9 ml of methyl chlorooxalate in 10 ml of methylene chloride is added dropwise to a solution of 2.5 g of 3-aminoanisole and 1.5 ml of pyridine in 40 ml of methylene chloride in the course of 10 minutes. After stirring at room temperature for 3 hours, the mixture is poured onto water and extracted with methylene chloride. The extracts are dried over sodium sulfate and evaporated and the residue is crystallised from ether/hexane. Methyl N-(3-methoxyphenyl)-oxamate is obtained. Starting materials: C(O)([O-])=O.[Na+] (sodium hydrogencarbonate), COC([C@H](NC(=O)C=1NC2=C(C=C(C=C2C1)OCCOC)N(S(=O)(=O)C1=NC=CC=C1)C)CSC(C1=CC=CC=C1)(C1=CC=CC=C1)C1=CC=CC=C1)=O (N-({5-(2-methoxyethoxy)-7-[methyl(pyridin-2-ylsulfonyl)amino]-1H-indol-2-yl}carbonyl)-S-trityl-D-cysteine methyl ester), C1(=CC=CC=C1)SC (thioanisole), C1(=CC=CC=C1)P(C1=CC=CC=C1)(C1=CC=CC=C1)=O (triphenylphosphine oxide), FC(S(=O)(=O)OS(=O)(=O)C(F)(F)F)(F)F (trifluoromethanesulfonic anhydride). The solvent is ClCCl (dichloromethane), ClCCl (dichloromethane), ClCCl (dichloromethane). Run at temperature 0 celsius, time 15 minute. The product is COCCOC=1C=C2C=C(NC2=C(C1)N(S(=O)(=O)C1=NC=CC=C1)C)C=1SC[C@@H](N1)C(=O)OC (methyl (4S)-2-{5-(2-methoxyethoxy)-7-[methyl(pyridin-2-ylsulfonyl)amino]-1H-indol-2-yl}-4,5-dihydro-1,3-thiazole-4-carboxylate). The yield is 98.5%. Reaction SMILES: C1(P(=O)(C2C=CC=CC=2)C2C=CC=CC=2)C=CC=CC=1.FC(F)(F)S(OS(C(F)(F)F)(=O)=O)(=O)=O.[CH3:36][O:37][C:38](=[O:89])[C@@H:39]([CH2:68][S:69]C(C1C=CC=CC=1)(C1C=CC=CC=1)C1C=CC=CC=1)[NH:40][C:41]([C:43]1[NH:44][C:45]2[C:50]([CH:51]=1)=[CH:49][C:48]([O:52][CH2:53][CH2:54][O:55][CH3:56])=[CH:47][C:46]=2[N:57]([CH3:67])[S:58]([C:61]1[CH:66]=[CH:65][CH:64]=[CH:63][N:62]=1)(=[O:60])=[O:59])=O.C1(SC)C=CC=CC=1.C(=O)([O-])O.[Na+]>ClCCl>[CH3:56][O:55][CH2:54][CH2:53][O:52][C:48]1[CH:49]=[C:50]2[C:45](=[C:46]([N:57]([CH3:67])[S:58]([C:61]3[CH:66]=[CH:65][CH:64]=[CH:63][N:62]=3)(=[O:60])=[O:59])[CH:47]=1)[NH:44][C:43]([C:41]1[S:69][CH2:68][C@H:39]([C:38]([O:37][CH3:36])=[O:89])[N:40]=1)=[CH:51]2 |f:4.5|. Reported procedure: To a solution of triphenylphosphine oxide (1.3 g) in dichloromethane (3 mL) was added dropwise trifluoromethanesulfonic anhydride (0.59 mL) at 0° C., and the mixture was stirred at 0° C. for 15 min. The obtained suspension was diluted with dichloromethane (5 mL), and a solution of N-({5-(2-methoxyethoxy)-7-[methyl(pyridin-2-ylsulfonyl)amino]-1H-indol-2-yl}carbonyl)-S-trityl-D-cysteine methyl ester (0.60 g) and thioanisole (0.74 mL) in dichloromethane (8 mL) was added. The reaction mixture was st... Starting materials: CC(=O)[O-], CC(=O)O, Cc1ccc(N2N=C3c4cc(C(=O)CCl)sc4CCC3CC2=O)cc1, [K+], O. Yields the product CC(=O)OCC(=O)c1cc2c(s1)CCC1CC(=O)N(c3ccc(C)cc3)N=C21. As a reaction SMILES: [CH3:27][C:28]([O-:29])=[O:30].[CH3:32][C:33](=[O:34])[OH:35].[Cl:1][CH2:2][C:3](=[O:4])[c:5]1[cH:6][c:7]2[c:8]([s:25]1)[CH2:9][CH2:10][CH:11]1[CH2:12][C:13](=[O:24])[N:14]([c:17]3[cH:18][cH:19][c:20]([CH3:23])[cH:21][cH:22]3)[N:15]=[C:16]21.[K+:26].[OH2:31]>>[CH2:2]([C:3](=[O:4])[c:5]1[cH:6][c:7]2[c:8]([s:25]1)[CH2:9][CH2:10][CH:11]1[CH2:12][C:13](=[O:24])[N:14]([c:17]3[cH:18][cH:19][c:20]([CH3:23])[cH:21][cH:22]3)[N:15]=[C:16]21)[O:30][C:28]([CH3:27])=[O:29]. Starting materials: solution, C(CCC)[Li] (n-butyllithium), CCCCCC (n-hexane), FC(C(=O)OC(C)(C)C)(F)F (t-butyl trifluoroacetate), CN(C1=NC(=NO1)C)C (5-dimethylamino-3-methyl-1,2,4-oxadiazole), Cl (hydrochloric acid), C(C)(C)NC(C)C (diisopropylamine). Solvent: O1CCCC1 (tetrahydrofuran), O1CCCC1 (tetrahydrofuran). Reaction conditions: temperature -60 celsius, time 30 minute. Yields the product CN(C(=O)NC1=NOC(=C1)C(F)(F)F)C (3-Dimethylcarbamoylamino-5-trifluoromethylisoxazole). The yield is 94.4%. RXN SMILES: C(NC(C)C)(C)C.C([Li])CCC.CCCCCC.[F:19][C:20]([F:29])([F:28])[C:21]([O:23]C(C)(C)C)=O.[CH3:30][N:31]([CH3:38])[C:32]1[O:36][N:35]=[C:34]([CH3:37])[N:33]=1.Cl>O1CCCC1>[CH3:30][N:31]([CH3:38])[C:32]([NH:33][C:34]1[CH:37]=[C:21]([C:20]([F:19])([F:28])[F:29])[O:23][N:35]=1)=[O:36]. Reported procedure: Dry tetrahydrofuran (84.6 ml) was added to diisopropylamine (dried with potassium hydroxide, 9.85 g, 0.0973 mole) nder a nitrogen atmosphere. The solution was cooled to -60° C. and thereto was added a 15% solution of n-butyllithium in n-hexane (58.5 ml, 0.0901 mole). After being stirred at 0° C. for 30 minutes, it was cooled to -75° C. A mixture of t-butyl trifluoroacetate (10.80 g, 0.0635 mole), 5-dimethylamino-3-methyl-1,2,4-oxadiazole (5.72 g, 0.0423 mole) and dry tetrahydrofuran (423 ml) was... The reactants are C([O-])(O)=O.[Na+] (sodium bicarbonate). The solvent is [Cl-].[Na+].O (brine). The product is O.O.O.O.O.O.O.O.O.O.C([O-])([O-])=O.[Na+].[Na+] (sodium carbonate decahydrate). As a reaction SMILES: [C:1](=[O:4])([OH:3])[O-:2].[Na+:5]>[Cl-].[Na+].O>[OH2:2].[OH2:2].[OH2:2].[OH2:2].[OH2:2].[OH2:2].[OH2:2].[OH2:2].[OH2:2].[OH2:2].[C:1](=[O:2])([O-:4])[O-:3].[Na+:5].[Na+:5] |f:0.1,2.3.4,5.6.7.8.9.10.11.12.13.14.15.16.17|. Procedure: A process for forming useful sodium salts by uniquely processing dilute mine brines obtained by solution mining of a sodium bicarbonate containing ore deposit with an aqueous solvent is disclosed. The dilute mine brine is reduced in sodium bicarbonate content to prevent precipitation of the sodium bicarbonate in subsequent crystallization of sodium carbonate decahydrate. The reduced mine brine is directed to a crystallizer operated to form pure sodium carbonate decahydrate crystals and a carbona... Starting materials: CCO, CCCOC1CCC(N2CCC(Nc3cc(C4CC4)ccc3[N+](=O)[O-])CC2)CC1, NN, O. Product: CCCOC1CCC(N2CCC(Nc3cc(C4CC4)ccc3N)CC2)CC1. Reaction SMILES: [CH3:33][CH2:34][OH:35].[CH:1]1([c:4]2[cH:5][cH:6][c:7]([N+:27]([O-:28])=[O:29])[c:8]([NH:10][CH:11]3[CH2:12][CH2:13][N:14]([CH:17]4[CH2:18][CH2:19][CH:20]([O:23][CH2:24][CH2:25][CH3:26])[CH2:21][CH2:22]4)[CH2:15][CH2:16]3)[cH:9]2)[CH2:2][CH2:3]1.[NH2:31][NH2:32].[OH2:30]>>[CH:1]1([c:4]2[cH:5][cH:6][c:7]([NH2:27])[c:8]([NH:10][CH:11]3[CH2:12][CH2:13][N:14]([CH:17]4[CH2:18][CH2:19][CH:20]([O:23][CH2:24][CH2:25][CH3:26])[CH2:21][CH2:22]4)[CH2:15][CH2:16]3)[cH:9]2)[CH2:2][CH2:3]1.